describe an organic reaction: reactants, conditions, products, and yield From a dataset of the Open Reaction Database (ORD), a public repository of structured organic reaction records. Reactants: Cl.C(C)(C)(C)N1N=CC(=C1C1=CC=C(C=C1)F)C=1SC=C(N1)C1CCNCC1 (4-{2-[1-tert-butyl-5-(4-fluorophenyl)-1H-pyrazol-4-yl]-1,3-thiazol-4-yl}piperidine monohydrochloride), C(#N)C1=CC=C(C(=O)O)C=C1 (4-cyanobenzoic acid). Product: C(C)(C)(C)N1N=CC(=C1C1=CC=C(C=C1)F)C=1SC=C(N1)C1CCN(CC1)C(=O)C1=CC=C(C#N)C=C1 (4-[(4-{2-[1-tert-butyl-5-(4-fluorophenyl)-1H-pyrazol-4-yl]-1,3-thiazol-4-yl}piperidin-1-yl)carbonyl]benzonitrile). As a reaction SMILES: Cl.[C:2]([N:6]1[C:10]([C:11]2[CH:16]=[CH:15][C:14]([F:17])=[CH:13][CH:12]=2)=[C:9]([C:18]2[S:19][CH:20]=[C:21]([CH:23]3[CH2:28][CH2:27][NH:26][CH2:25][CH2:24]3)[N:22]=2)[CH:8]=[N:7]1)([CH3:5])([CH3:4])[CH3:3].[C:29]([C:31]1[CH:39]=[CH:38][C:34]([C:35](O)=[O:36])=[CH:33][CH:32]=1)#[N:30]>>[C:2]([N:6]1[C:10]([C:11]2[CH:16]=[CH:15][C:14]([F:17])=[CH:13][CH:12]=2)=[C:9]([C:18]2[S:19][CH:20]=[C:21]([CH:23]3[CH2:24][CH2:25][N:26]([C:35]([C:34]4[CH:38]=[CH:39][C:31]([C:29]#[N:30])=[CH:32][CH:33]=4)=[O:36])[CH2:27][CH2:28]3)[N:22]=2)[CH:8]=[N:7]1)([CH3:5])([CH3:3])[CH3:4] |f:0.1|. Reported procedure: Using 4-{2-[1-tert-butyl-5-(4-fluorophenyl)-1H-pyrazol-4-yl]-1,3-thiazol-4-yl}piperidine monohydrochloride and 4-cyanobenzoic acid and by reaction and purification in the same manner as in the method described in Example 1, step 7, the title compound was obtained. Starting materials: ClC=1C(=C2C(=NC1)NC(=C2)C=2C=NN(C2)C)C2=CN=C(S2)C2(CCC2)OCOC (5-(5-chloro-2-(1-methyl-1H-pyrazol-4-yl)-1H-pyrrolo[2,3-b]pyridin-4-yl)-2-(1-(methoxymethoxy)cyclobutyl)thiazole), C=O (formalin), N1CCCC1 (pyrrolidine), N1CCCC1 (pyrrolidine). Solvent: C(C)(=O)O (acetic acid). Conditions: temperature 75 celsius. Product: ClC=1C(=C2C(=NC1)NC(=C2CN2CCCC2)C=2C=NN(C2)C)C2=CN=C(S2)C2(CCC2)OCOC (5-(5-chloro-2-(1-methyl-1H-pyrazol-4-yl)-3-(pyrrolidin-1-ylmethyl)-1H-pyrrolo[2,3-b]pyridin-4-yl)-2-(1-(methoxymethoxy)cyclobutyl)thiazole). RXN SMILES: [Cl:1][C:2]1[C:3]([C:17]2[S:21][C:20]([C:22]3([O:26][CH2:27][O:28][CH3:29])[CH2:25][CH2:24][CH2:23]3)=[N:19][CH:18]=2)=[C:4]2[CH:10]=[C:9]([C:11]3[CH:12]=[N:13][N:14]([CH3:16])[CH:15]=3)[NH:8][C:5]2=[N:6][CH:7]=1.[CH2:30]=O.[NH:32]1[CH2:36][CH2:35][CH2:34][CH2:33]1>C(O)(=O)C>[Cl:1][C:2]1[C:3]([C:17]2[S:21][C:20]([C:22]3([O:26][CH2:27][O:28][CH3:29])[CH2:25][CH2:24][CH2:23]3)=[N:19][CH:18]=2)=[C:4]2[C:10]([CH2:30][N:32]3[CH2:36][CH2:35][CH2:34][CH2:33]3)=[C:9]([C:11]3[CH:12]=[N:13][N:14]([CH3:16])[CH:15]=3)[NH:8][C:5]2=[N:6][CH:7]=1. Procedure details: A solution of Example 47B (0.034 g, 0.079 mmol) in 0.8 mL acetic acid was treated with formalin (0.035 mL, 0.475 mmol) and pyrrolidine (0.039 mL, 0.475 mmol). The reaction was heated at 75° C. for 1 hour. Additional pyrrolidine (0.163 mL, 1.98 mmol) was added, and the reaction was heated at 75° C. for 6 hours. The reaction was cooled to ambient temperature and concentrated under reduced pressure. The concentrate was dissolved in dichloromethane and washed with saturated aqueous sodium bicarbonat... The reactants are COC(=O)c1ccc(Cl)c(-n2nnn(C)c2=O)c1Cl, [Na+], C1COCCO1, [OH-], O. Yields the product Cn1nnn(-c2c(Cl)ccc(C(=O)O)c2Cl)c1=O. RXN SMILES: [Cl:1][c:2]1[c:3]([C:4](=[O:5])[O:6][CH3:7])[cH:8][cH:9][c:10]([Cl:19])[c:11]1-[n:12]1[n:13][n:14][n:15]([CH3:18])[c:16]1=[O:17].[Na+:27].[O:20]1[CH2:21][CH2:22][O:23][CH2:24][CH2:25]1.[OH-:26].[OH2:28]>>[Cl:1][c:2]1[c:3]([C:4](=[O:5])[OH:6])[cH:8][cH:9][c:10]([Cl:19])[c:11]1-[n:12]1[n:13][n:14][n:15]([CH3:18])[c:16]1=[O:17]. Starting materials: C(C)C1CC(NN=C1C1=CC2=C(N=C(O2)C2=CC=C(C=C2)O)C=C1)=O (5-ethyl-6-[2-(4-hydroxy-phenyl)-benzoxazol-6-yl]-4,5-dihydro-2H-pyridazin-3-one), C1=CC=C(C=C1)COC(=O)/N=N/C(=O)OCC2=CC=CC=C2 (DBAD), COCCO (2-methoxyethanol), C1(=CC=CC=C1)P(C1=NC=CC=C1)C1=CC=CC=C1 (diphenyl-2-pyridylphosphine). The solvent is CC(OCC)=O (EA), C1CCOC1 (THF). Reaction conditions: time 8 hour. Product: C(C)C1CC(NN=C1C1=CC2=C(N=C(O2)C2=CC=C(C=C2)OCCOC)C=C1)=O (5-ethyl-6-{2-[4-(2-methoxy-ethoxy)-phenyl]-benzoxazol-6-yl}-4,5-dihydro-2H-pyridazin-3-one). As a reaction SMILES: [CH2:1]([CH:3]1[C:8]([C:9]2[CH:24]=[CH:23][C:12]3[N:13]=[C:14]([C:16]4[CH:21]=[CH:20][C:19]([OH:22])=[CH:18][CH:17]=4)[O:15][C:11]=3[CH:10]=2)=[N:7][NH:6][C:5](=[O:25])[CH2:4]1)[CH3:2].[CH3:26][O:27][CH2:28][CH2:29]O.C1(P(C2C=CC=CC=2)C2C=CC=CN=2)C=CC=CC=1.C1C=CC(COC(/N=N/C(OCC2C=CC=CC=2)=O)=O)=CC=1>CC(=O)OCC.C1COCC1>[CH2:1]([CH:3]1[C:8]([C:9]2[CH:24]=[CH:23][C:12]3[N:13]=[C:14]([C:16]4[CH:21]=[CH:20][C:19]([O:22][CH2:29][CH2:28][O:27][CH3:26])=[CH:18][CH:17]=4)[O:15][C:11]=3[CH:10]=2)=[N:7][NH:6][C:5](=[O:25])[CH2:4]1)[CH3:2]. Procedure: 40 mg (119 μmol) 5-ethyl-6-[2-(4-hydroxy-phenyl)-benzoxazol-6-yl]-4,5-dihydro-2H-pyridazin-3-one, 19 μL (241 μmol) 2-methoxyethanol, 66 mg (251 μmol) diphenyl-2-pyridylphosphine and 10 ml THF are placed under protective gas. At 0° C. 58 mg (252 μmol) DBAD are added and then the mixture is stirred overnight at RT. Then it is diluted with EA and extracted with 10% sodium carbonate solution. The organic phase is stirred with 20 mL of 4N HCl for 5 min and then extracted. The organic phase is washed ... Starting materials: ClC=1N=C(N2C(NN=CC21)=S)C2=CC=CC=C2 (8-chloro-6-phenyl-imidazo[1,5-d]-as-triazine-4(3H)-thione), C=1C=2N(C(NN1)=S)C=NC2 (imidazo[1,5-d]-as-triazine-4(3H)-thione). Product: ClC=1N=C(N2C(=NN=CC21)SC)C2=CC=CC=C2 (8-Chloro-6-phenyl-4-methylthio-imidazo[1,5-d]-as-triazine). Reaction SMILES: [Cl:1][C:2]1[N:3]=[C:4]([C:12]2[CH:17]=[CH:16][CH:15]=[CH:14][CH:13]=2)[N:5]2[C:10]=1[CH:9]=[N:8][NH:7][C:6]2=[S:11].[CH:18]1C2N(C=NC=2)C(=S)NN=1>>[Cl:1][C:2]1[N:3]=[C:4]([C:12]2[CH:17]=[CH:16][CH:15]=[CH:14][CH:13]=2)[N:5]2[C:10]=1[CH:9]=[N:8][N:7]=[C:6]2[S:11][CH3:18]. Procedure: The procedure of Example 29 is repeated substituting an equimolar amount of 8-chloro-6-phenyl-imidazo[1,5-d]-as-triazine-4(3H)-thione for the imidazo[1,5-d]-as-triazine-4(3H)-thione employed in that example. There is thus obtained the title compound.